From a dataset of the Open Reaction Database (ORD), a public repository of structured organic reaction records. describe an organic reaction: reactants, conditions, products, and yield Reactants: P(=O)(Cl)(Cl)Cl (Phosphorous oxychloride), C1(=CC=CC=C1)C1=NC(=CC(N1)=O)C1=CC=CC=C1 (2,6-diphenyl-3H-pyrimidin-4-one), P(Cl)(Cl)(Cl)(Cl)Cl (phosphorous pentachloride). Yields the product ClC1=NC(=NC(=C1)C1=CC=CC=C1)C1=CC=CC=C1 (4-Chloro-2,6-diphenyl-pyrimidine). Yield: 65.0%. Reaction SMILES: P(Cl)(Cl)(Cl)=O.[C:6]1([C:12]2[NH:17][C:16](=O)[CH:15]=[C:14]([C:19]3[CH:24]=[CH:23][CH:22]=[CH:21][CH:20]=3)[N:13]=2)[CH:11]=[CH:10][CH:9]=[CH:8][CH:7]=1.P(Cl)(Cl)(Cl)(Cl)[Cl:26]>>[Cl:26][C:16]1[CH:15]=[C:14]([C:19]2[CH:24]=[CH:23][CH:22]=[CH:21][CH:20]=2)[N:13]=[C:12]([C:6]2[CH:11]=[CH:10][CH:9]=[CH:8][CH:7]=2)[N:17]=1. Procedure: Phosphorous oxychloride (9.30 mL, 99.8 mmol, 7.5 eq.) was added dropwise to 2,6-diphenyl-3H-pyrimidin-4-one (10) (3.3 g, 13.3 mmol) in a vigorous reaction. To this mixture was added slowly phosphorous pentachloride (2.77 g, 13.3 mmol, 1 eq.) and the reaction mixture was stirred at reflux for 3 hours. The reaction mixture was then quenched by pouring into ice-water, and extracted with ethyl acetate (3×150 mL). The combined organic layers were washed with water and brine, dried (MgSO4) and then co...